From a dataset of the Open Reaction Database (ORD), a public repository of structured organic reaction records. describe an organic reaction: reactants, conditions, products, and yield Starting materials: ClCCl, CC(=O)N1CCc2c(c(-c3ccc(I)cc3)nn2CC2CO2)C1, Oc1ccccc1N1CCNCC1. Yields the product CC(=O)N1CCc2c(c(-c3ccc(I)cc3)nn2CC(O)CN2CCN(c3ccccc3O)CC2)C1. RXN SMILES: [Cl:37][CH2:38][Cl:39].[I:1][c:2]1[cH:3][cH:4][c:5](-[c:8]2[n:9][n:10]([CH2:20][CH:21]3[O:22][CH2:23]3)[c:11]3[c:12]2[CH2:13][N:14]([C:17]([CH3:18])=[O:19])[CH2:15][CH2:16]3)[cH:6][cH:7]1.[OH:24][c:25]1[c:26]([N:31]2[CH2:32][CH2:33][NH:34][CH2:35][CH2:36]2)[cH:27][cH:28][cH:29][cH:30]1>>[I:1][c:2]1[cH:3][cH:4][c:5](-[c:8]2[n:9][n:10]([CH2:20][CH:21]([OH:22])[CH2:23][N:34]3[CH2:33][CH2:32][N:31]([c:26]4[c:25]([OH:24])[cH:30][cH:29][cH:28][cH:27]4)[CH2:36][CH2:35]3)[c:11]3[c:12]2[CH2:13][N:14]([C:17]([CH3:18])=[O:19])[CH2:15][CH2:16]3)[cH:6][cH:7]1. Reactants: C(C)(C)[Mg]Cl (isopropylmagnesium chloride), C(#N)C=1SC(=C2C1CC(CC2=O)(C)C)SC (1-cyano-6,6-dimethyl-3-methylthio-4,5,6,7-tetrahydrobenzo[c]thiophen-4-one). The product is C(#N)C=1SC(=C2C1CC(CC2=O)(C)C)C(C)C (1-Cyano-6,6-dimethyl-3-isopropyl-4,5,6,7-tetrahydrobenzo[c]thiophen-4-one). Yield: 36.0%. As a reaction SMILES: [CH:1]([Mg]Cl)([CH3:3])[CH3:2].[C:6]([C:8]1[S:9][C:10](SC)=[C:11]2[C:16](=[O:17])[CH2:15][C:14]([CH3:19])([CH3:18])[CH2:13][C:12]=12)#[N:7]>>[C:6]([C:8]1[S:9][C:10]([CH:1]([CH3:3])[CH3:2])=[C:11]2[C:16](=[O:17])[CH2:15][C:14]([CH3:19])([CH3:18])[CH2:13][C:12]=12)#[N:7]. Procedure details: In the same way as described in Example 6, Step 1, using isopropylmagnesium chloride and 1-cyano-6,6-dimethyl-3-methylthio-4,5,6,7-tetrahydrobenzo[c]thiophen-4-one, the title compound (1.2 g, 36%) was isolated as a colourless solid. mp 59-60° C. Found: C, 68.08; H, 6.97; N, 5.48%. C14H17NOS requires: C, 67.98; H, 6.93; N, 5.66%. 1HNMR (360 MHz, CDCl3) δ 1.08 (6H, s), 1.32 (6H, d, J=6.7 Hz), 2.43 (2H, s), 2.85 (2H, s), 4.24 (1H, heptet, J=6.7 Hz). Reactants: O (Water), C(=O)([O-])[O-].[K+].[K+] (K2CO3), OO (hydrogen peroxide), ice water, C(#N)C(N1CCN(CC1)C(=O)O)(C)C (4-(cyano-dimethyl-methyl)-piperazine-1-carboxylic acid), butyl ester. Run in CS(=O)C (DMSO). Conditions: temperature 40 celsius. Product: C(C)(C)(C)OC(=O)N1CCN(CC1)C(C)(C)C(N)=O (4-(1-carbamoyl-1-methyl-ethyl)-piperazine-1-carboxylic acid tert-butyl ester). Reaction SMILES: [C:1]([C:3]([CH3:14])([CH3:13])[N:4]1[CH2:9][CH2:8][N:7]([C:10]([OH:12])=[O:11])[CH2:6][CH2:5]1)#[N:2].C([O-])([O-])=O.[K+].[K+].OO.[OH2:23]>CS(C)=O>[C:3]([O:11][C:10]([N:7]1[CH2:8][CH2:9][N:4]([C:3]([C:1](=[O:23])[NH2:2])([CH3:14])[CH3:13])[CH2:5][CH2:6]1)=[O:12])([CH3:14])([CH3:13])[CH3:1] |f:1.2.3|. Procedure details: To a cooled (ice/water bath) solution of 4-(cyano-dimethyl-methyl)-piperazine-1-carboxylic acid tent-butyl ester (102.9 mg) in dry DMSO was added K2CO3 (9.8 mg) followed by 28% hydrogen peroxide solution (200 μL) dropwise. The resultant was heated at 40° C. overnight. Water was added and the white solid collected, washed with water and air dried to give 4-(1-carbamoyl-1-methyl-ethyl)-piperazine-1-carboxylic acid tert-butyl ester (59.6 mg). (See Tetrahedron 2002, 58, 3217). Treatment of this comp... Starting materials: C(C1=CC=CC=C1)OC1=C(C=CC=C1)C1=NN(C=C1C)C(C(=O)NCC1=CC=C(C=C1)C(NO)=N)OCC ((RS)-2-[3-(2-benzyloxy-phenyl)-4-methyl-pyrazol-1-yl]-2-ethoxy-N-[4-(N-hydroxycarbamimidoyl)-benzyl]-acetamide), C(C)O (ethanol). Reagents/catalysts: C(C)(=O)O (acetic acid), [Pd] (Pd/C). Conditions: time 18 hour. Product: C(C)(=O)O.C(N)(=N)C1=CC=C(CNC(C(N2N=C(C(=C2)C)C2=C(C=CC=C2)O)OCC)=O)C=C1 ((RS)-N-(4-carbamimidoyl-benzyl)-2-ethoxy-2-[3-(2-hydroxy-phenyl)-4-methyl-pyrazol-1-yl]-acetamide acetate). As a reaction SMILES: C([O:8][C:9]1[CH:14]=[CH:13][CH:12]=[CH:11][C:10]=1[C:15]1[C:19]([CH3:20])=[CH:18][N:17]([CH:21]([O:36][CH2:37][CH3:38])[C:22]([NH:24][CH2:25][C:26]2[CH:31]=[CH:30][C:29]([C:32](=[NH:35])[NH:33]O)=[CH:28][CH:27]=2)=[O:23])[N:16]=1)C1C=CC=CC=1.C([OH:41])C>C(O)(=O)C.[Pd]>[C:37]([OH:41])(=[O:36])[CH3:38].[C:32]([C:29]1[CH:28]=[CH:27][C:26]([CH2:25][NH:24][C:22](=[O:23])[CH:21]([O:36][CH2:37][CH3:38])[N:17]2[CH:18]=[C:19]([CH3:20])[C:15]([C:10]3[CH:11]=[CH:12][CH:13]=[CH:14][C:9]=3[OH:8])=[N:16]2)=[CH:31][CH:30]=1)(=[NH:33])[NH2:35] |f:4.5|. Reported procedure: To a stirred solution of (RS)-2-[3-(2-benzyloxy-phenyl)-4-methyl-pyrazol-1-yl]-2-ethoxy-N-[4-(N-hydroxycarbamimidoyl)-benzyl]-acetamide (90 mg) at r.t. in ethanol were added acetic acid (3 drops) and 10% Pd/C (9 mg). Stirring at r.t. under a hydrogen atmosphere was continued for 18 hrs. The catalyst was filtered off and washed with ethanol. The filtrate was concentrated. The crude product was purified by chromatography (silica gel, EtOAc/acetone/H2O/HOAc 6:2:1:1) to give (RS)-N-(4-carbamimidoyl-... Reactants: BrC=1C=C(SC1C)C(=S)OC (methyl 4-bromo-5-methylthiothiophene-2-carboxylate), COC1=C(N)C=CC=C1 (2-methoxyaniline). The product is COC1=C(C=CC=C1)NC=1C=C(SC1C)C(=S)OC (Methyl 4-[(2-methoxyphenyl)amino]-5-methylthiothiophene-2-carboxylate). Yield: 68.9%. RXN SMILES: Br[C:2]1[CH:3]=[C:4]([C:8]([O:10][CH3:11])=[S:9])[S:5][C:6]=1[CH3:7].[CH3:12][O:13][C:14]1[CH:20]=[CH:19][CH:18]=[CH:17][C:15]=1[NH2:16]>>[CH3:12][O:13][C:14]1[CH:20]=[CH:19][CH:18]=[CH:17][C:15]=1[NH:16][C:2]1[CH:3]=[C:4]([C:8]([O:10][CH3:11])=[S:9])[S:5][C:6]=1[CH3:7]. Procedure details: A stirred suspension of 103 mg (0.386 mmol) of methyl 4-bromo-5-methylthiothiophene-2-carboxylate and 57 mg (0.46 mmol, 1.2 eq) of 2-methoxyaniline (Aldrich, Milwaukee, Wis.) was treated in a manner similar to Example 241, step (b) to give 78 mg the title compound (65%) as a yellow oil. 1H-NMR (CDCl3, 400 MHz) δ7.82 (s, 1H), 7.12-6.52 (m, 4H), 6.52 (s, 1H), 3.92 (s, 3H), 3.87 (s, 3H), 2.40 (s, 3H). Mass spectrum (ESI, m/z): Calcd. for C14H15NO3S2, 310.1 (M+H), found 310.2. The reactants are Cl (Hydrochloric acid), OCCN1CCN(CC1)C(=O)OCC1=C(C=CC=C1)C(NCCCCCCCCCCCCCCCCCC)=O ([2-(N-octadecylcarbamoyl)phenyl]methyl 4-(2-hydroxyethyl)piperazinecarboxylate). The solvent is C(C)(=O)OCC (ethyl acetate), C(C)(=O)OCC (ethyl acetate). Conditions: time 10 minute. The product is Cl.C(CCCCCCCCCCCCCCCCC)NC(=O)C1=C(C=CC=C1)COC(=O)N1CCN(CC1)CCO ([2-(N-Octadecylcarbamoyl)phenyl]methyl-4-(2-hydroxyethyl)piperazinecarboxylate hydrochloride). Reaction SMILES: [ClH:1].[OH:2][CH2:3][CH2:4][N:5]1[CH2:10][CH2:9][N:8]([C:11]([O:13][CH2:14][C:15]2[CH:20]=[CH:19][CH:18]=[CH:17][C:16]=2[C:21](=[O:41])[NH:22][CH2:23][CH2:24][CH2:25][CH2:26][CH2:27][CH2:28][CH2:29][CH2:30][CH2:31][CH2:32][CH2:33][CH2:34][CH2:35][CH2:36][CH2:37][CH2:38][CH2:39][CH3:40])=[O:12])[CH2:7][CH2:6]1>C(OCC)(=O)C>[ClH:1].[CH2:23]([NH:22][C:21]([C:16]1[CH:17]=[CH:18][CH:19]=[CH:20][C:15]=1[CH2:14][O:13][C:11]([N:8]1[CH2:9][CH2:10][N:5]([CH2:4][CH2:3][OH:2])[CH2:6][CH2:7]1)=[O:12])=[O:41])[CH2:24][CH2:25][CH2:26][CH2:27][CH2:28][CH2:29][CH2:30][CH2:31][CH2:32][CH2:33][CH2:34][CH2:35][CH2:36][CH2:37][CH2:38][CH2:39][CH3:40] |f:3.4|. Reported procedure: 4N Hydrochloric acid--ethyl acetate solution (0.40 ml) was added to a solution of [2-(N-octadecylcarbamoyl)phenyl]methyl 4-(2-hydroxyethyl)piperazinecarboxylate (0.45 g) in ethyl acetate (10 ml) at room temperature. After being stirred for 10 minutes, the reaction mixture was concentrated. The residue was recrystallized from ethyl acetate-ethanol mixed solvent, thereby yielding 0.39 g of the aimed compound as white solid.